From a dataset of the Open Reaction Database (ORD), a public repository of structured organic reaction records. describe an organic reaction: reactants, conditions, products, and yield Starting materials: CCOC(=O)c1ccc(Cl)c2occc12, CO, [Na+], [OH-], O. Yields the product O=C(O)c1ccc(Cl)c2occc12. Reaction SMILES: [CH2:1]([CH3:2])[O:3][C:4](=[O:5])[c:6]1[cH:7][cH:8][c:9]([Cl:15])[c:10]2[c:11]1[cH:12][cH:13][o:14]2.[CH3:18][OH:19].[Na+:17].[OH-:16].[OH2:20]>>[O:3]=[C:4]([OH:5])[c:6]1[cH:7][cH:8][c:9]([Cl:15])[c:10]2[c:11]1[cH:12][cH:13][o:14]2. The reactants are C(C)(C)(C)OC(=O)N[C@@H](C(=O)[O-])CC1=CC=C(C=C1)OS(=O)(=O)C(F)(F)F ((R)-2-(t-butoxycarbonylamino)-3-[4-(trifluoromethylsulfonyloxy)-phenyl]-propionate), C1(=CC=CC=C1)B(O)O (phenylboronic acid), C([O-])([O-])=O.[K+].[K+] (potassium carbonate), C1(=CC=CC=C1)C (toluene). Reagents/catalysts: C=1C=CC(=CC1)[P](C=2C=CC=CC2)(C=3C=CC=CC3)[Pd]([P](C=4C=CC=CC4)(C=5C=CC=CC5)C=6C=CC=CC6)([P](C=7C=CC=CC7)(C=8C=CC=CC8)C=9C=CC=CC9)[P](C=1C=CC=CC1)(C=1C=CC=CC1)C=1C=CC=CC1 (Tetrakis(triphenylphosphine)palladium(0)). Solvent: C(C)(=O)OCC (ethyl acetate). Reaction conditions: temperature 25 celsius. Product: C(C)(C)(C)OC(=O)N[C@@H](C(=O)OC)CC1=CC=C(C=C1)C1=CC=CC=C1 (methyl (R)-2-(t-butoxycarbonylamino)-3-(p-phenylphenyl)-propionate). RXN SMILES: [C:1]([O:5][C:6]([NH:8][C@H:9]([CH2:13][C:14]1[CH:19]=[CH:18][C:17](OS(C(F)(F)F)(=O)=O)=[CH:16][CH:15]=1)[C:10]([O-:12])=[O:11])=[O:7])([CH3:4])([CH3:3])[CH3:2].[C:28]1(B(O)O)[CH:33]=[CH:32][CH:31]=[CH:30][CH:29]=1.[C:37](=O)([O-])[O-].[K+].[K+].C1(C)C=CC=CC=1>C(OCC)(=O)C.C1C=CC([P]([Pd]([P](C2C=CC=CC=2)(C2C=CC=CC=2)C2C=CC=CC=2)([P](C2C=CC=CC=2)(C2C=CC=CC=2)C2C=CC=CC=2)[P](C2C=CC=CC=2)(C2C=CC=CC=2)C2C=CC=CC=2)(C2C=CC=CC=2)C2C=CC=CC=2)=CC=1>[C:1]([O:5][C:6]([NH:8][C@H:9]([CH2:13][C:14]1[CH:19]=[CH:18][C:17]([C:28]2[CH:33]=[CH:32][CH:31]=[CH:30][CH:29]=2)=[CH:16][CH:15]=1)[C:10]([O:12][CH3:37])=[O:11])=[O:7])([CH3:4])([CH3:3])[CH3:2] |f:2.3.4,^1:59,61,80,99|. Reported procedure: Nitrogen is passed through a suspension of (R)-2-(t-butoxycarbonylamino)-3-[4-(trifluoromethylsulfonyloxy)-phenyl]-propionate (1.75 mmol), phenylboronic acid (3.5 mmol), anhydrous potassium carbonate (2.63 mmol) and toluene (17 mL) for 15 minutes. Tetrakis(triphenylphosphine)palladium(0) is added, and the mixture is heated at 85°-90° for 3 hours. The reaction mixture is cooled to 25° C., diluted with ethyl acetate (17 mL) and washed sequentially with saturated sodium bicarbonate (1×20 mL), water... The reactants are BrCCCCCCOCC(F)(F)C1=CC=CC=C1 ({2-[(6-Bromohexyl)oxy]-1,1-difluoroethyl}benzene), C1(C=2C(C(N1)=O)=CC=CC2)=O.[K] (potassium phthalimide). Reagents/catalysts: [Br-].C(CCCCCCCCCCCCCCC)[P+](CCCC)(CCCC)CCCC ((n-hexadecyl)tri-n-butylphosphonium bromide). Solvent: CN(C=O)C (dimethylformamide). Run at temperature 70 celsius. Product: FC(COCCCCCCN1C(C2=CC=CC=C2C1=O)=O)(C1=CC=CC=C1)F (2-[6-(2,2-Difluoro-2-phenylethoxy)hexyl]-1H-isoindole-1,3(2H)-dione). Yield: 48.7%. As a reaction SMILES: Br[CH2:2][CH2:3][CH2:4][CH2:5][CH2:6][CH2:7][O:8][CH2:9][C:10]([C:13]1[CH:18]=[CH:17][CH:16]=[CH:15][CH:14]=1)([F:12])[F:11].[C:19]1(=[O:29])[NH:23][C:22](=[O:24])[C:21]2=[CH:25][CH:26]=[CH:27][CH:28]=[C:20]12.[K]>CN(C)C=O.[Br-].C([P+](CCCC)(CCCC)CCCC)CCCCCCCCCCCCCCC>[F:11][C:10]([F:12])([C:13]1[CH:18]=[CH:17][CH:16]=[CH:15][CH:14]=1)[CH2:9][O:8][CH2:7][CH2:6][CH2:5][CH2:4][CH2:3][CH2:2][N:23]1[C:19](=[O:29])[C:20]2[C:21](=[CH:25][CH:26]=[CH:27][CH:28]=2)[C:22]1=[O:24] |f:1.2,4.5,^1:29|. Procedure: To a solution of Intermediate 7 (10.9 g, 34 mmol) in dimethylformamide (23 mL) was added potassium phthalimide (7.56 g, 40.8 mmol) and a catalytic amount of (n-hexadecyl)tri-n-butylphosphonium bromide. The mixture was heated at 70° C. for 3 hours. The solvent was removed under reduced pressure. Purification by column chromatography with silica gel, eluting with methylene chloride yielded the title compound (6.41 g, 49%) as oil.